From a dataset of the Open Reaction Database (ORD), a public repository of structured organic reaction records. describe an organic reaction: reactants, conditions, products, and yield The reactants are Cl.Cl.N1=CC=CC=C1 (pyridine dihydrochloride), COC([C@@](N)(C(C)C)N=C=O)=O (α-isocyanato-valine methyl ester), CN1CCOCC1 (4-methylmorpholine). The solvent is ClCCl (dichloromethane). Reaction conditions: time 2 hour. The product is COC([C@@H](NC(=O)N(CC1=NC=CC=C1)C)C(C)C)=O (N-((N-Methyl-N-((2-pyridinyl)methyl)amino)carbonyl)valine Methyl Ester). Reaction SMILES: Cl.Cl.[N:3]1[CH:8]=[CH:7][CH:6]=[CH:5][CH:4]=1.[CH3:9][O:10][C:11](=[O:20])[C@:12]([N:17]=[C:18]=[O:19])([CH:14]([CH3:16])[CH3:15])N.[CH3:21][N:22]1CCOC[CH2:23]1>ClCCl>[CH3:9][O:10][C:11](=[O:20])[C@H:12]([CH:14]([CH3:16])[CH3:15])[NH:17][C:18]([N:22]([CH3:23])[CH2:21][C:4]1[CH:5]=[CH:6][CH:7]=[CH:8][N:3]=1)=[O:19] |f:0.1.2|. Procedure: A mixture of 1.61 g (7.2 mmol) of 2-(N-methylamino)methyl)pyridine dihydrochloride and 1.14 g (7.2 mmol) of α-isocyanato-valine methyl ester in 40 ml of dichloromethane was treated with 2 ml (18 mmol) of 4-methylmorpholine. After being stirred for 2 h, the solution was partitioned between dichloromethane and water, dried over Na2SO4, and concentrated. Chromatography on silica gel using 2% methanol in chloroform provided 1.94 g (96%) of the desired compound (Rf 0.32, 5% methanol in chloroform) as... Reactants: [I-].C(CCC)C1=CC=2C=CC3=[N+](C2C=C1)C=C1N3C=3C=CC(=CC3C=C1)F (3-butyl-10-fluoroimidazo[1,2-a:3,4-a']diquinolin-15-ium iodide), N1CCCCC1 (piperidine), CN1C(CCC1)=O (N-methyl-2-pyrrolidinone). The solvent is CCOCC (ether). Product: [I-].C(CCC)C1=CC=2C=CC3=[N+](C2C=C1)C=C1N3C=3C=CC(=CC3C=C1)N1CCCCC1 (3-Butyl-10-(1-piperidinyl)imidazo[1,2-a:3,4-a']diquinolin-15-ium Iodide). As a reaction SMILES: [I-:1].[CH2:2]([C:6]1[CH:15]=[CH:14][C:13]2[N+:12]3[CH:16]=[C:17]4[CH:26]=[CH:25][C:24]5[CH:23]=[C:22](F)[CH:21]=[CH:20][C:19]=5[N:18]4[C:11]=3[CH:10]=[CH:9][C:8]=2[CH:7]=1)[CH2:3][CH2:4][CH3:5].[NH:28]1[CH2:33][CH2:32][CH2:31][CH2:30][CH2:29]1.CN1CCCC1=O>CCOCC>[I-:1].[CH2:2]([C:6]1[CH:15]=[CH:14][C:13]2[N+:12]3[CH:16]=[C:17]4[CH:26]=[CH:25][C:24]5[CH:23]=[C:22]([N:28]6[CH2:33][CH2:32][CH2:31][CH2:30][CH2:29]6)[CH:21]=[CH:20][C:19]=5[N:18]4[C:11]=3[CH:10]=[CH:9][C:8]=2[CH:7]=1)[CH2:3][CH2:4][CH3:5] |f:0.1,5.6|. Procedure details: A mixture of 4.7 g. of 3-butyl-10-fluoroimidazo[1,2-a:3,4-a']diquinolin-15-ium iodide, 5.0 ml. of piperidine and 50 ml. of N-methyl-2-pyrrolidinone is heated at reflux for 16 hours, then cooled and diluted with 400 ml. of ether. The resulting precipitate of 3-butyl-10-(1-piperidinyl)imidazo[1,2-a:3,4-a']diquinolin-15-ium iodide is collected by filtration; m.p. 266°-267° C. (dec.), after crystallization from ethanol. The reactants are NC1=C(C=CC(=C1)C)SC1=CC=C(C(=O)NC)C=C1 (4-(2-Amino-4-methyl-phenylsulfanyl)-N-methyl-benzamide), ClC1=C2C=CC(=NC2=NC=C1)C (5-Chloro-2-methyl-[1,8]naphthyridine). Product: CNC(C1=CC=C(C=C1)SC1=C(C=C(C=C1)C)NC1=CC=NC2=NC(=CC=C12)C)=O (N-Methyl-4-[4-methyl-2-(7-methyl-[1,8]naphthyridin-4-ylamino)-phenylsulfanyl]-benzamide). RXN SMILES: [NH2:1][C:2]1[CH:7]=[C:6]([CH3:8])[CH:5]=[CH:4][C:3]=1[S:9][C:10]1[CH:19]=[CH:18][C:13]([C:14]([NH:16][CH3:17])=[O:15])=[CH:12][CH:11]=1.Cl[C:21]1[CH:30]=[CH:29][N:28]=[C:27]2[C:22]=1[CH:23]=[CH:24][C:25]([CH3:31])=[N:26]2>>[CH3:17][NH:16][C:14](=[O:15])[C:13]1[CH:18]=[CH:19][C:10]([S:9][C:3]2[CH:4]=[CH:5][C:6]([CH3:8])=[CH:7][C:2]=2[NH:1][C:21]2[C:22]3[C:27](=[N:26][C:25]([CH3:31])=[CH:24][CH:23]=3)[N:28]=[CH:29][CH:30]=2)=[CH:11][CH:12]=1. Procedure: The product from Example 85b (0.277 g, 1.05 mmol) was reacted with the product from Example 1d (0.09 g, 0.504 mmol) for 41 h following the procedure from Example 1g giving the crude title compound which was purified by HPLC with TFA providing the product as the trifluoroacetic acid salt (0.078 g, 28%). 1H NMR (300 MHz, DMSO-d6) δ ppm: 2.41 (s, 3H) 2.70-2.82 (m, 6H) 6.36 (d, J=6.99 Hz, 1H) 7.20 (d, J=8.46 Hz, 2H) 7.35-7.45 (m, 2H) 7.51 (d, 1H) 7.64 (d, J=8.46 Hz, 2H) 7.75 (d, J=8.82 Hz, 1H) 8.33-... Starting materials: OO (H2O2), C(C)N1CC2=CC3=C(C=C2C1)N=C(N=[N+]3[O-])N (7-Ethyl-7,8-dihydro-6H-[1,2,4]triazino[5,6-f]isoindol-3-amine 1-Oxide), C(=O)(C(F)(F)F)O (TFA), O (water), OO (H2O2). The solvent is N (NH3). Conditions: temperature 20 celsius, time 28 hour. Yields the product C(C)N1CC2=CC3=C(C=C2C1)[N+](=C(N=[N+]3[O-])N)[O-] (7-Ethyl-7,8-dihydro-6H-[1,2,4]triazino[5,6-f]isoindol-3-amine 1,4-Dioxide). Isolated yield 19.0%. Reaction SMILES: OO.[CH2:3]([N:5]1[CH2:13][C:12]2[C:7](=[CH:8][C:9]3[N+:17]([O-:18])=[N:16][C:15]([NH2:19])=[N:14][C:10]=3[CH:11]=2)[CH2:6]1)[CH3:4].C(O)(C(F)(F)F)=[O:21].O>N>[CH2:3]([N:5]1[CH2:13][C:12]2[C:7](=[CH:8][C:9]3[N+:17]([O-:18])=[N:16][C:15]([NH2:19])=[N+:14]([O-:21])[C:10]=3[CH:11]=2)[CH2:6]1)[CH3:4]. Procedure: H2O2 (70%, 0.50 mL, ca. 10 mmol) was added dropwise to a stirred mixture of 1-oxide 249 (328 mg, 1.4 mmol), TFA (4 mL) and water (0.3 mL) at 0° C. and the mixture was stirred at 20° C. Two more aliquots of H2O2 (70%, 0.50 mL, ca. 10 mmol) were added at 3 h and 20 h. After 28 h at 20° C., the mixture was diluted with aqueous NH3 solution (20 mL) and extracted with DCM (5×50 mL). The combined organic fraction was dried and the solvent evaporated. The residue was purified by chromatography, eluting... Starting materials: FC(OC1=CC=C(C=C1)C=1N=C(NC1)CC1(CCOCC1)NC(OC(C)(C)C)=O)(F)F (tert-butyl [4-({4-[4-(trifluoromethoxy)phenyl]-1H-imidazol-2-yl}methyl)tetrahydro-2H-pyran-4-yl]carbamate), Cl (hydrogen chloride). Run in O1CCOCC1 (1,4-dioxane). Conditions: time 18 hour. Yields the product FC(OC1=CC=C(C=C1)C=1N=C(NC1)CC1(CCOCC1)N)(F)F (4-({4-[4-(Trifluoromethoxy)phenyl]-1H-imidazol-2-yl}methyl)tetrahydro-2H-pyran-4-amine). As a reaction SMILES: [F:1][C:2]([F:31])([F:30])[O:3][C:4]1[CH:9]=[CH:8][C:7]([C:10]2[N:11]=[C:12]([CH2:15][C:16]3([NH:22]C(=O)OC(C)(C)C)[CH2:21][CH2:20][O:19][CH2:18][CH2:17]3)[NH:13][CH:14]=2)=[CH:6][CH:5]=1.Cl>O1CCOCC1>[F:31][C:2]([F:1])([F:30])[O:3][C:4]1[CH:9]=[CH:8][C:7]([C:10]2[N:11]=[C:12]([CH2:15][C:16]3([NH2:22])[CH2:17][CH2:18][O:19][CH2:20][CH2:21]3)[NH:13][CH:14]=2)=[CH:6][CH:5]=1. Procedure: To tert-butyl [4-({4-[4-(trifluoromethoxy)phenyl]-1H-imidazol-2-yl}methyl)tetrahydro-2H-pyran-4-yl]carbamate (Preparation 4, 0.166 g, 0.376 mmol) was added 4M hydrogen chloride in 1,4-dioxane (3 mL) and the reaction left to stir at room temperature for 18 hours before concentrating in vacuo. The residue was purified by preparative HPLC conditions (A-HPLC) to afford the title compound. The reactants are ClC=1C=C2C(=CNC2=CC1)CN1N=C2N(C(N(C(C2=C1C1=CC(=CN1C)C(=O)O)=O)C)=O)CC(C)C (5-{2-[(5-chloro-1H-indol-3-yl)methyl]-7-isobutyl-5-methyl-4,6-dioxo-4,5,6,7-tetrahydro-2H-pyrazolo[3,4-d]pyrimidin-3-yl}-1-methyl-1H-pyrrole-3-carboxylic acid), Cl.O(C)N (methoxylamine hydrochloride), C(#N)P(OCC)(OCC)=O (diethyl cyanophosphonate). The product is ClC=1C=C2C(=CNC2=CC1)CN1N=C2N(C(N(C(C2=C1C1=CC(=CN1C)C(=O)NOC)=O)C)=O)CC(C)C (5-{2-[(5-chloro-1H-indol-3-yl)methyl]-7-isobutyl-5-methyl-4,6-dioxo-4,5,6,7-tetrahydro-2H-pyrazolo[3,4-d]pyrimidin-3-yl}-N-methoxy-1-methyl-1H-pyrrole-3-carboxamide). RXN SMILES: [Cl:1][C:2]1[CH:3]=[C:4]2[C:8](=[CH:9][CH:10]=1)[NH:7][CH:6]=[C:5]2[CH2:11][N:12]1[C:20]([C:21]2[N:25]([CH3:26])[CH:24]=[C:23]([C:27]([OH:29])=O)[CH:22]=2)=[C:19]2[C:14]([N:15]([CH2:33][CH:34]([CH3:36])[CH3:35])[C:16](=[O:32])[N:17]([CH3:31])[C:18]2=[O:30])=[N:13]1.Cl.[O:38]([NH2:40])[CH3:39].C(P(=O)(OCC)OCC)#N>>[Cl:1][C:2]1[CH:3]=[C:4]2[C:8](=[CH:9][CH:10]=1)[NH:7][CH:6]=[C:5]2[CH2:11][N:12]1[C:20]([C:21]2[N:25]([CH3:26])[CH:24]=[C:23]([C:27]([NH:40][O:38][CH3:39])=[O:29])[CH:22]=2)=[C:19]2[C:14]([N:15]([CH2:33][CH:34]([CH3:35])[CH3:36])[C:16](=[O:32])[N:17]([CH3:31])[C:18]2=[O:30])=[N:13]1 |f:1.2|. Reported procedure: This compound was synthesized by the reaction of 5-{2-[(5-chloro-1H-indol-3-yl)methyl]-7-isobutyl-5-methyl-4,6-dioxo-4,5,6,7-tetrahydro-2H-pyrazolo[3,4-d]pyrimidin-3-yl}-1-methyl-1H-pyrrole-3-carboxylic acid and methoxylamine hydrochloride using diethyl cyanophosphonate as a coupling reagent. Mass: 537.98 (M+H). The reactants are CO, CS(=O)(=O)Nc1ccc(C(=CC2CCCC2)c2cc3cccnc3[nH]2)cc1. The product is CS(=O)(=O)Nc1ccc(C(CC2CCCC2)c2cc3cccnc3[nH]2)cc1. As a reaction SMILES: [CH3:28][OH:29].[CH:1]1([CH:6]=[C:7]([c:8]2[cH:9][c:10]3[c:11]([n:12][cH:13][cH:14][cH:15]3)[nH:16]2)[c:17]2[cH:18][cH:19][c:20]([NH:23][S:24](=[O:25])(=[O:26])[CH3:27])[cH:21][cH:22]2)[CH2:2][CH2:3][CH2:4][CH2:5]1>>[CH:1]1([CH2:6][CH:7]([c:8]2[cH:9][c:10]3[c:11]([n:12][cH:13][cH:14][cH:15]3)[nH:16]2)[c:17]2[cH:18][cH:19][c:20]([NH:23][S:24](=[O:25])(=[O:26])[CH3:27])[cH:21][cH:22]2)[CH2:2][CH2:3][CH2:4][CH2:5]1. Starting materials: C(CCCCCCCCCCCCCCCCC)(=O)OCC (ethyl stearate), ( 95.6 ), C([C@@H]1[C@H]([C@@H]([C@H]([C@H](O1)O[C@]2([C@H]([C@@H]([C@H](O2)CO)O)O)CO)O)O)O)O (sucrose), C([O-])([O-])=O.[K+].[K+] (potassium carbonate), CS(=O)C (DMSO), ethyl ester. Run in C(C)O (ethanol). Run at time 4 hour. Product: CCCCCCCCCCCCCCCCCC(=O)OC[C@@]1([C@H]([C@@H]([C@H](O1)CO)O)O)O[C@@H]2[C@@H]([C@H]([C@@H]([C@H](O2)CO)O)O)O (sucrose stearate). Reaction SMILES: CS(C)=O.[C:5](OCC)(=[O:23])[CH2:6][CH2:7][CH2:8][CH2:9][CH2:10][CH2:11][CH2:12][CH2:13][CH2:14][CH2:15][CH2:16][CH2:17][CH2:18][CH2:19][CH2:20][CH2:21][CH3:22].[CH2:27]([OH:49])[C@H:28]1[O:33][C@H:32]([O:34][C@:35]2([CH2:44][OH:45])[O:39][C@H:38]([CH2:40][OH:41])[C@@H:37]([OH:42])[C@@H:36]2[OH:43])[C@H:31]([OH:46])[C@@H:30]([OH:47])[C@@H:29]1[OH:48].C(=O)([O-])[O-].[K+].[K+]>C(O)C>[CH3:22][CH2:21][CH2:20][CH2:19][CH2:18][CH2:17][CH2:16][CH2:15][CH2:14][CH2:13][CH2:12][CH2:11][CH2:10][CH2:9][CH2:8][CH2:7][CH2:6][C:5]([O:45][CH2:44][C@@:35]1([O:34][C@H:32]2[O:33][C@H:28]([CH2:27][OH:49])[C@@H:29]([OH:48])[C@H:30]([OH:47])[C@H:31]2[OH:46])[O:39][C@H:38]([CH2:40][OH:41])[C@@H:37]([OH:42])[C@@H:36]1[OH:43])=[O:23] |f:3.4.5|. Reported procedure: Forty (40) pounds of stearic acid was added to 13.75 gallons (90.4 pounds) of ethanol. Two and four tenths (2.4) pounds of 98% sulfuric acid was added and the reaction run by refluxing ethanol at 77° C. until there was less than 0.5% free fatty acid as determined by FT-IR methods. At this point 3.31 pounds of potassium carbonate was added and 1.05 pounds of carbon dioxide is produced. The remaining mass of 135.05 pounds is sent through a filter where 7.9 pounds is removed, including 4.2 pounds o... Starting materials: COc1ccc2c(c1)CCN(c1ccc(NC(C)=O)cc1)C2Cc1ccc(OCc2ccccc2)cc1, C1CCOC1, CCO. Product: COc1ccc2c(c1)CCN(c1ccc(NC(C)=O)cc1)C2Cc1ccc(O)cc1. As a reaction SMILES: [C:1]([CH3:2])(=[O:3])[NH:4][c:5]1[cH:6][cH:7][c:8]([N:11]2[CH:12]([CH2:23][c:24]3[cH:25][cH:26][c:27]([O:30][CH2:31][c:32]4[cH:33][cH:34][cH:35][cH:36][cH:37]4)[cH:28][cH:29]3)[c:13]3[cH:14][cH:15][c:16]([O:21][CH3:22])[cH:17][c:18]3[CH2:19][CH2:20]2)[cH:9][cH:10]1.[CH2:41]1[O:42][CH2:43][CH2:44][CH2:45]1.[CH3:38][CH2:39][OH:40]>>[C:1]([CH3:2])(=[O:3])[NH:4][c:5]1[cH:6][cH:7][c:8]([N:11]2[CH:12]([CH2:23][c:24]3[cH:25][cH:26][c:27]([OH:30])[cH:28][cH:29]3)[c:13]3[cH:14][cH:15][c:16]([O:21][CH3:22])[cH:17][c:18]3[CH2:19][CH2:20]2)[cH:9][cH:10]1. Starting materials: COc1ccc(-c2cccnc2)cc1CNC1CCC(N(C)C(=O)OC(C)(C)C)CC1, O=C(Cl)c1sc2c(F)ccc(F)c2c1Cl. Product: COc1ccc(-c2cccnc2)cc1CN(C(=O)c1sc2c(F)ccc(F)c2c1Cl)C1CCC(N(C)C(=O)OC(C)(C)C)CC1. Reaction SMILES: [CH3:1][O:2][c:3]1[c:4]([CH2:5][NH:6][CH:7]2[CH2:8][CH2:9][CH:10]([N:13]([C:14]([O:15][C:16]([CH3:17])([CH3:18])[CH3:19])=[O:20])[CH3:21])[CH2:11][CH2:12]2)[cH:22][c:23](-[c:26]2[cH:27][n:28][cH:29][cH:30][cH:31]2)[cH:24][cH:25]1.[Cl:32][c:33]1[c:34]2[c:35]([s:36][c:37]1[C:38](=[O:39])[Cl:40])[c:41]([F:46])[cH:42][cH:43][c:44]2[F:45]>>[CH3:1][O:2][c:3]1[c:4]([CH2:5][N:6]([CH:7]2[CH2:8][CH2:9][CH:10]([N:13]([C:14]([O:15][C:16]([CH3:17])([CH3:18])[CH3:19])=[O:20])[CH3:21])[CH2:11][CH2:12]2)[C:38]([c:37]2[c:33]([Cl:32])[c:34]3[c:35]([s:36]2)[c:41]([F:46])[cH:42][cH:43][c:44]3[F:45])=[O:39])[cH:22][c:23](-[c:26]2[cH:27][n:28][cH:29][cH:30][cH:31]2)[cH:24][cH:25]1.